From a dataset of the Open Reaction Database (ORD), a public repository of structured organic reaction records. describe an organic reaction: reactants, conditions, products, and yield The reactants are C([O-])([O-])=O.[K+].[K+] (potassium carbonate), N1CCNCCC1 (homopiperazine), C1(=CC=CC=C1)S(=O)(=O)C1=NC=C(C=C1)Cl (5-chloro-2-pyridinyl phenyl sulfone). Run in CN(C)C=O (DMF). Reaction conditions: temperature 85 celsius. The product is CS(=O)(=O)O.C1(=CC=CC=C1)S(=O)(=O)C1=NC=C(C=C1)N1CCNCCC1 (5-(1,4-Diazepan-1-yl)-2-pyridinyl Phenyl Sulfone Methanesulfonic Acid Salt). Yield: 11.1%. As a reaction SMILES: [C:1]1([S:7]([C:10]2[CH:15]=[CH:14][C:13](Cl)=[CH:12][N:11]=2)(=[O:9])=[O:8])[CH:6]=[CH:5][CH:4]=[CH:3][CH:2]=1.C(=O)([O-])[O-:18].[K+].[K+].[NH:23]1[CH2:29][CH2:28][CH2:27][NH:26][CH2:25][CH2:24]1>CN(C=O)C>[CH3:10][S:7]([OH:8])(=[O:9])=[O:18].[C:1]1([S:7]([C:10]2[CH:15]=[CH:14][C:13]([N:23]3[CH2:29][CH2:28][CH2:27][NH:26][CH2:25][CH2:24]3)=[CH:12][N:11]=2)(=[O:9])=[O:8])[CH:6]=[CH:5][CH:4]=[CH:3][CH:2]=1 |f:1.2.3,6.7|. Procedure details: To a mixture of 5-chloro-2-pyridinyl phenyl sulfone (2.0 g, 7.9 mmol) in DMF (50 mL) was added potassium carbonate (2.5 g, 18 mmol) and homopiperazine (1.7 g, 17 mmol). The mixture was heated at 85° C. for 72 h. The mixture then was removed from heat and partitioned between water and ethyl acetate. The layers were separated and the organic layer washed twice with water (2×100 ml). The organic layer was dried over anhydrous magnesium sulfate and concentrated. Column chromatography (silica gel, 75... The reactants are O=C([O-])[O-], CCCCI, [K+], [K+], c1ccc2c(c1)CCC21CCNCC1, CN(C)C=O. Product: CCCCN1CCC2(CCc3ccccc32)CC1. As a reaction SMILES: [C:15](=[O:16])([O-:17])[O-:18].[CH2:21]([CH2:22][CH2:23][CH3:24])[I:25].[K+:19].[K+:20].[NH:1]1[CH2:2][CH2:3][C:4]2([CH2:5][CH2:6][c:7]3[cH:8][cH:9][cH:10][cH:11][c:12]32)[CH2:13][CH2:14]1.[O:26]=[CH:27][N:28]([CH3:29])[CH3:30]>>[N:1]1([CH2:21][CH2:22][CH2:23][CH3:24])[CH2:2][CH2:3][C:4]2([CH2:5][CH2:6][c:7]3[cH:8][cH:9][cH:10][cH:11][c:12]32)[CH2:13][CH2:14]1. The product is ClC1=C2C=CC=NC2=C(C(=C1)C(C)N)N1CCC(CC1)(F)F (1-[5-Chloro-8-(4,4-difluoropiperidin-1-yl)quinolin-7-yl]ethanamine). Reactants: ClC1=C2C=CC=NC2=C(C(=C1)C(C)=O)N1CCC(CC1)(F)F (1-[5-chloro-8-(4,4-difluoropiperidin-1-yl)quinolin-7-yl]ethanone), C(C)(=O)[O-].[NH4+] (ammonium acetate), C(#N)[BH3-].[Na+] (sodium cyanoborohydride). Procedure details: A mixture of 1-[5-chloro-8-(4,4-difluoropiperidin-1-yl)quinolin-7-yl]ethanone (20 mg, 0.06 mmol) and ammonium acetate (47.5 mg, 0.616 mmol) in methanol (0.35 mL) and acetonitrile (0.35 mL) was heated at 65° C. in a sealed tube for 30 minutes. After cooling to room temperature, sodium cyanoborohydride (7.7 mg, 0.12 mmol) was added to the resulting mixture. The reaction was heated at 65° C. for another 4 hours, then cooled to room temperature and quenched with sat. sodium bicarbonate and extracted... As a reaction SMILES: [Cl:1][C:2]1[CH:11]=[C:10]([C:12](=O)[CH3:13])[C:9]([N:15]2[CH2:20][CH2:19][C:18]([F:22])([F:21])[CH2:17][CH2:16]2)=[C:8]2[C:3]=1[CH:4]=[CH:5][CH:6]=[N:7]2.C([O-])(=O)C.[NH4+].C([BH3-])#[N:29].[Na+]>CO.C(#N)C>[Cl:1][C:2]1[CH:11]=[C:10]([CH:12]([NH2:29])[CH3:13])[C:9]([N:15]2[CH2:20][CH2:19][C:18]([F:22])([F:21])[CH2:17][CH2:16]2)=[C:8]2[C:3]=1[CH:4]=[CH:5][CH:6]=[N:7]2 |f:1.2,3.4|. Reaction conditions: temperature 65 celsius. The solvent is CO (methanol), C(C)#N (acetonitrile). Reactants: Cl (HCl), [OH-].[Na+] (NaOH), COC1=CC=2CC3=CC=CC=C3C2C=C1 (2-methoxyfluorene), N1=CC=C(C=C1)CCl (4-picolylchloride). The solvent is C1(=CC=CC=C1)C (toluene). Product: Cl.Cl.N1=CC=C(C=C1)CC1(C2=CC=CC=C2C=2C=CC(=CC12)OC)CC1=CC=NC=C1 (9,9-Bis(4-pyridinylmethyl)-2-methoxyfluorene dihydrochloride), product. As a reaction SMILES: [CH3:1][O:2][C:3]1[CH:15]=[CH:14][C:13]2[C:12]3[C:7](=[CH:8][CH:9]=[CH:10][CH:11]=3)[CH2:6][C:5]=2[CH:4]=1.[N:16]1[CH:21]=[CH:20][C:19]([CH2:22][Cl:23])=[CH:18][CH:17]=1.[ClH:24].[OH-].[Na+]>C1(C)C=CC=CC=1>[ClH:23].[ClH:24].[N:16]1[CH:21]=[CH:20][C:19]([CH2:22][C:6]2([CH2:22][C:19]3[CH:20]=[CH:21][N:16]=[CH:17][CH:18]=3)[C:5]3[CH:4]=[C:3]([O:2][CH3:1])[CH:15]=[CH:14][C:13]=3[C:12]3[C:7]2=[CH:8][CH:9]=[CH:10][CH:11]=3)=[CH:18][CH:17]=1 |f:3.4,6.7.8|. Procedure: The title compound was prepared following the procedure of Example 5 from 1.8 g (9.2 mmole) of 2-methoxyfluorene, 3.0 g of 4-picolylchloride.HCl, 20 ml of 50% NaOH, 100 mg of cetyl Bu3PBr, and 30 ml of toluene by reaction at 50° for 6 hrs. The material was chramato-graphed to yield 1.6 g of product. δ: 3.37(s,4H), 3.89(s,3H), 6.52(broad,4H), 6.80(m,1H), 7.01(d,J=2.1 Hz,1H), 7.26(m,5H), 7.45(d,J=7.5 Hz,1H), 8.11(broad,4H).